From a dataset of the Open Reaction Database (ORD), a public repository of structured organic reaction records. describe an organic reaction: reactants, conditions, products, and yield Starting materials: [N+](=O)([O-])C1=C(C(C(=O)O)=CC=C1)C(=O)O (3-nitrophthalic acid), C(C)O (ethanol), S(O)(O)(=O)=O (sulfuric acid). Product: C(=O)(O)C1=C(C(=O)OCC)C=CC=C1[N+](=O)[O-] (Ethyl 2-carboxy-3-nitrobenzoate). RXN SMILES: [N+:1]([C:4]1[CH:12]=[CH:11][CH:10]=[C:6]([C:7]([OH:9])=[O:8])[C:5]=1[C:13]([OH:15])=[O:14])([O-:3])=[O:2].S(=O)(=O)(O)O.[CH2:21](O)[CH3:22]>>[C:13]([C:5]1[C:4]([N+:1]([O-:3])=[O:2])=[CH:12][CH:11]=[CH:10][C:6]=1[C:7]([O:9][CH2:21][CH3:22])=[O:8])([OH:15])=[O:14]. Procedure: A mixture of 3-nitrophthalic acid (35 g) in ethanol (300 ml) containing conc. sulfuric acid (20 ml) was heated under reflux for 24 hours. The solvent was evaporated in vacuo and the residue was poured into cold water (700 ml). The mixture was extracted with ethyl acetate. The organic layer was washed with water and shaken with an aqueous solution of potassium carbonate. The aqueous layer was made acidic with hydrochloric acid and the mixture was extracted with methylene chloride. The organic lay... The reactants are CC(=O)N1C(=O)Cc2cc(N)ccc21, [Cl-], O, O=S(=O)(O)c1ccccc1, c1ccncc1. Yields the product CC(=O)N1C(=O)Cc2cc(NS(=O)(=O)c3ccccc3)ccc21. As a reaction SMILES: [C:1]([CH3:2])(=[O:3])[N:4]1[C:5](=[O:14])[CH2:6][c:7]2[cH:8][c:9]([NH2:13])[cH:10][cH:11][c:12]21.[Cl-:15].[OH2:26].[c:16]1([S:22](=[O:23])(=[O:24])[OH:25])[cH:17][cH:18][cH:19][cH:20][cH:21]1.[cH:27]1[cH:28][cH:29][n:30][cH:31][cH:32]1>>[C:1]([CH3:2])(=[O:3])[N:4]1[C:5](=[O:14])[CH2:6][c:7]2[cH:8][c:9]([NH:13][S:22]([c:16]3[cH:17][cH:18][cH:19][cH:20][cH:21]3)(=[O:23])=[O:24])[cH:10][cH:11][c:12]21. Reactants: CS(=O)(=O)Cl (Methanesulfonyl chloride), OCCC1SC2=C(N(C=C1)S(=O)(=O)C1=CC=C(C=C1)NC(C1=C(C=CC=C1)C1=CC=CC=C1)=O)C=CC=C2 (2-(2-Hydroxyethyl)-5-[4-(2-phenylbenzoylamino)-benzenesulfonyl]-1,5-benzothiazepine), Example 26. Solvent: C(C)N(CC)CC (triethylamine). The product is CS(=O)(=O)CCC1SC2=C(N(C=C1)S(=O)(=O)C1=CC=C(C=C1)NC(C1=C(C=CC=C1)C1=CC=CC=C1)=O)C=CC=C2 (2-(2-Methanesulfonylethyl)-5-[(4-(2-phenylbenzoylamino)-benzenesulfonyl)]-1,5-benzothiazepine). As a reaction SMILES: [CH3:1][S:2](Cl)(=[O:4])=[O:3].O[CH2:7][CH2:8][CH:9]1[CH:15]=[CH:14][N:13]([S:16]([C:19]2[CH:24]=[CH:23][C:22]([NH:25][C:26](=[O:39])[C:27]3[CH:32]=[CH:31][CH:30]=[CH:29][C:28]=3[C:33]3[CH:38]=[CH:37][CH:36]=[CH:35][CH:34]=3)=[CH:21][CH:20]=2)(=[O:18])=[O:17])[C:12]2[CH:40]=[CH:41][CH:42]=[CH:43][C:11]=2[S:10]1>C(N(CC)CC)C>[CH3:1][S:2]([CH2:7][CH2:8][CH:9]1[CH:15]=[CH:14][N:13]([S:16]([C:19]2[CH:20]=[CH:21][C:22]([NH:25][C:26](=[O:39])[C:27]3[CH:32]=[CH:31][CH:30]=[CH:29][C:28]=3[C:33]3[CH:34]=[CH:35][CH:36]=[CH:37][CH:38]=3)=[CH:23][CH:24]=2)(=[O:18])=[O:17])[C:12]2[CH:40]=[CH:41][CH:42]=[CH:43][C:11]=2[S:10]1)(=[O:4])=[O:3]. Procedure: Methanesulfonyl chloride (0.02 ml, 0.278 mM) was added to Compound 19 as prepared in Example 26 (0.151 g, 0.278 mM) and triethylamine (0.07 ml, 0.55 mM) following the procedure described in Example 29 to give the solid product. m/z (MH+) 623. Reactants: CCc1cc(-c2cncc(C(=O)O)c2)c(C)[nH]c1=O, C1CCNC1. The product is CCc1cc(-c2cncc(C(=O)N3CCCC3)c2)c(C)[nH]c1=O. As a reaction SMILES: [CH2:1]([CH3:2])[c:3]1[cH:4][c:5](-[c:11]2[cH:12][n:13][cH:14][c:15]([C:17](=[O:18])[OH:19])[cH:16]2)[c:6]([CH3:10])[nH:7][c:8]1=[O:9].[CH2:20]1[CH2:21][CH2:22][NH:23][CH2:24]1>>[CH2:1]([CH3:2])[c:3]1[cH:4][c:5](-[c:11]2[cH:12][n:13][cH:14][c:15]([C:17](=[O:19])[N:23]3[CH2:22][CH2:21][CH2:20][CH2:24]3)[cH:16]2)[c:6]([CH3:10])[nH:7][c:8]1=[O:9]. Reactants: BrCC(=O)Br (2-bromoacetyl bromide), C(C)NCC (diethylamine), COC1=CC=C(C=C1)N (p-anisidine), C(C)(C)(C)C1=CC=C(C=C1)S(=O)(=O)Cl (4-tert-butyl-benzenesulfonyl chloride). The product is C(C)(C)(C)C1=CC=C(C=C1)S(=O)(=O)N(CC(=O)N(CC)CC)C1=CC=C(C=C1)OC (2-[(4-tert-Butyl-benzenesulfonyl)-(4-methoxy-phenyl)-amino]-N,N-diethyl-acetamide). As a reaction SMILES: Br[CH2:2][C:3](Br)=[O:4].[CH2:6]([NH:8][CH2:9][CH3:10])[CH3:7].[CH3:11][O:12][C:13]1[CH:18]=[CH:17][C:16]([NH2:19])=[CH:15][CH:14]=1.[C:20]([C:24]1[CH:29]=[CH:28][C:27]([S:30](Cl)(=[O:32])=[O:31])=[CH:26][CH:25]=1)([CH3:23])([CH3:22])[CH3:21]>>[C:20]([C:24]1[CH:29]=[CH:28][C:27]([S:30]([N:19]([C:16]2[CH:17]=[CH:18][C:13]([O:12][CH3:11])=[CH:14][CH:15]=2)[CH2:2][C:3]([N:8]([CH2:9][CH3:10])[CH2:6][CH3:7])=[O:4])(=[O:32])=[O:31])=[CH:26][CH:25]=1)([CH3:23])([CH3:21])[CH3:22]. Reported procedure: prepared by reaction of 2-bromoacetyl bromide with diethylamine, p-anisidine and 4-tert-butyl-benzenesulfonyl chloride The reactants are CN(C)C=O, [Cl-], [Cl-], [Cl-], [Cl-], [Cl-], CCCCC[Si]1(c2ccccc2)CCC(c2ccc(OS(=O)(=O)C(F)(F)F)c(F)c2)CC1, Fc1cc([Zn+])cc(F)c1F, [Li+], [NH4+], C1CCOC1, [Zn+2], c1ccc(P(c2ccccc2)(c2ccccc2)[Pd](P(c2ccccc2)(c2ccccc2)c2ccccc2)(P(c2ccccc2)(c2ccccc2)c2ccccc2)P(c2ccccc2)(c2ccccc2)c2ccccc2)cc1. Product: CCCCC[Si]1(c2ccccc2)CCC(c2ccc(-c3cc(F)c(F)c(F)c3)c(F)c2)CC1. RXN SMILES: [CH3:133][N:134]([CH3:135])[CH:136]=[O:137].[Cl-:18].[Cl-:19].[Cl-:53].[Cl-:55].[Cl-:6].[F:21][C:22]([F:23])([F:24])[S:25]([O:26][c:27]1[c:28]([F:50])[cH:29][c:30]([CH:33]2[CH2:34][CH2:35][Si:36]([c:39]3[cH:40][cH:41][cH:42][cH:43][cH:44]3)([CH2:45][CH2:46][CH2:47][CH2:48][CH3:49])[CH2:37][CH2:38]2)[cH:31][cH:32]1)(=[O:51])=[O:52].[F:7][c:8]1[cH:9][c:10]([Zn+:16])[cH:11][c:12]([F:15])[c:13]1[F:14].[Li+:17].[NH4+:20].[O:1]1[CH2:2][CH2:3][CH2:4][CH2:5]1.[Zn+2:54].[cH:56]1[cH:57][cH:58][c:59]([P:60]([Pd:61]([P:62]([c:63]2[cH:64][cH:65][cH:66][cH:67][cH:68]2)([c:69]2[cH:70][cH:71][cH:72][cH:73][cH:74]2)[c:75]2[cH:76][cH:77][cH:78][cH:79][cH:80]2)([P:81]([c:82]2[cH:83][cH:84][cH:85][cH:86][cH:87]2)([c:88]2[cH:89][cH:90][cH:91][cH:92][cH:93]2)[c:94]2[cH:95][cH:96][cH:97][cH:98][cH:99]2)[P:100]([c:101]2[cH:102][cH:103][cH:104][cH:105][cH:106]2)([c:107]2[cH:108][cH:109][cH:110][cH:111][cH:112]2)[c:113]2[cH:114][cH:115][cH:116][cH:117][cH:118]2)([c:119]2[cH:120][cH:121][cH:122][cH:123][cH:124]2)[c:125]2[cH:126][cH:127][cH:128][cH:129][cH:130]2)[cH:131][cH:132]1>>[F:7][c:8]1[cH:9][c:10](-[c:27]2[c:28]([F:50])[cH:29][c:30]([CH:33]3[CH2:34][CH2:35][Si:36]([c:39]4[cH:40][cH:41][cH:42][cH:43][cH:44]4)([CH2:45][CH2:46][CH2:47][CH2:48][CH3:49])[CH2:37][CH2:38]3)[cH:31][cH:32]2)[cH:11][c:12]([F:15])[c:13]1[F:14]. Starting materials: COC=C(C(=O)OC)C(=O)OC, CN(C)C=O, CC(C)(C)CC(=O)Nc1ccc2ncnc(N)c2c1, O. Product: COC(=O)C(=CNc1ncnc2ccc(NC(=O)CC(C)(C)C)cc12)C(=O)OC. RXN SMILES: [CH3:20][O:21][CH:22]=[C:23]([C:24](=[O:25])[O:26][CH3:27])[C:28](=[O:29])[O:30][CH3:31].[CH3:32][N:33]([CH3:34])[CH:35]=[O:36].[NH2:1][c:2]1[n:3][cH:4][n:5][c:6]2[cH:7][cH:8][c:9]([NH:12][C:13]([CH2:14][C:15]([CH3:16])([CH3:17])[CH3:18])=[O:19])[cH:10][c:11]12.[OH2:37]>>[NH:1]([c:2]1[n:3][cH:4][n:5][c:6]2[cH:7][cH:8][c:9]([NH:12][C:13]([CH2:14][C:15]([CH3:16])([CH3:17])[CH3:18])=[O:19])[cH:10][c:11]12)[CH:22]=[C:23]([C:24](=[O:25])[O:26][CH3:27])[C:28](=[O:29])[O:30][CH3:31]. The reactants are C(C)O (ethanol), CN1C(=CC=C1SC)C(=O)C1=C(C=C2N1CCC2C(=O)OC(C2=CC=CC=C2)C)C ((-)-α-methylbenzyl 5-(1-methyl-5-methylthiopyrrol-2-oyl)-1,2-dihydro-6-methyl-3H-pyrrolo[1,2-a]pyrrole-1-carboxylate), solution, B(Br)(Br)Br (boron tribromide). Run in C(Cl)Cl (CH2Cl2), C(Cl)Cl (CH2Cl2). Run at temperature -78 celsius, time 5 minute. Product: CN1C(=CC=C1SC)C(=O)C1=C(C=C2N1CCC2C(=O)OCC)C ((-)-ethyl 5-(1-methyl- 5-methylthiopyrrol-2-oyl)-1,2-dihydro-6-methyl-3H-pyrrolo[1,2-a]pyrrole-1-carboxylate). Isolated yield 86.2%. Reaction SMILES: [CH3:1][N:2]1[C:6]([S:7][CH3:8])=[CH:5][CH:4]=[C:3]1[C:9]([C:11]1[N:15]2[CH2:16][CH2:17][CH:18]([C:19]([O:21][CH:22](C)[C:23]3C=CC=CC=3)=[O:20])[C:14]2=[CH:13][C:12]=1[CH3:30])=[O:10].B(Br)(Br)Br.C(O)C>C(Cl)Cl>[CH3:1][N:2]1[C:6]([S:7][CH3:8])=[CH:5][CH:4]=[C:3]1[C:9]([C:11]1[N:15]2[CH2:16][CH2:17][CH:18]([C:19]([O:21][CH2:22][CH3:23])=[O:20])[C:14]2=[CH:13][C:12]=1[CH3:30])=[O:10]. Procedure details: To a solution of (-)-α-methylbenzyl 5-(1-methyl-5-methylthiopyrrol-2-oyl)-1,2-dihydro-6-methyl-3H-pyrrolo[1,2-a]pyrrole-1-carboxylate (3.0 g, 7.1 mmol) in CH2Cl2 (80 ml) at -78° C. under N2 atmosphere was slowly added a 1.0M solution of boron tribromide in CH2Cl2 (15.6 ml, 15.6 mmol). The solution was stirred at -78° C. for 5 minutes and absolute ethanol (30 ml) was added slowly and warmed to room temperature then stirred at room temperature for 2 hours. The solution was washed with water (3×25 ...